This data is from the Open Reaction Database (ORD), a public repository of structured organic reaction records. The task is: describe an organic reaction: reactants, conditions, products, and yield Reactants: BrC=1C(=NC=2N(C1Cl)N=C(C2)C2=CC(=CC=C2)Cl)C (6-bromo-7-chloro-2-(3-chlorophenyl)-5-methylpyrazolo[1,5-a]pyrimidine), C1(=CC=C(C=C1)[Mg]Br)C.C1CCOC1 (p-tolylmagnesiumbromide THF), [Li+].[Cl-].C1CCOC1 (LiCl THF), ClC(C(=O)OC)=O (methyl 2-chloro-2-oxoacetate). Procedure: To a stirred mixture of 6-bromo-7-chloro-2-(3-chlorophenyl)-5-methylpyrazolo[1,5-a]pyrimidine (0.179 g, 0.5 mmol) and copper(I) bromide (0.036 g, 0.250 mmol) in THF (3 mL) was added dropwise over 10 min a pre-mixed solution of 1M p-tolylmagnesiumbromide/THF (3.00 ml, 3.00 mmol) and 0.5M LiCl/THF (6.00 ml, 3.00 mmol) at rt. After 2.5 h, methyl 2-chloro-2-oxoacetate (0.552 ml, 6 mmol) was added at once and stirred overnight at rt. Then, the reaction was diluted with Et2O (50 mL), quenched with Na2... Run at time 2.5 hour. Reagents/catalysts: [Cu]Br (copper(I) bromide). The yield is 24.6%. The solvent is C1CCOC1 (THF), CCOCC (Et2O). The product is ClC=1C=C(C=CC1)C1=NN2C(N=C(C(=C2C2=CC=C(C=C2)C)C(C(=O)OC)=O)C)=C1 (methyl 2-(2-(3-chlorophenyl)-5-methyl-7-(p-tolyl)pyrazolo[1,5-a]pyrimidin-6-yl)-2-oxoacetate). Reaction SMILES: Br[C:2]1[C:3]([CH3:19])=[N:4][C:5]2[N:6]([N:9]=[C:10]([C:12]3[CH:17]=[CH:16][CH:15]=[C:14]([Cl:18])[CH:13]=3)[CH:11]=2)[C:7]=1Cl.[C:20]1([CH3:28])[CH:25]=[CH:24][C:23]([Mg]Br)=[CH:22][CH:21]=1.C1COCC1.[Li+].[Cl-].C1COCC1.Cl[C:42](=[O:47])[C:43]([O:45][CH3:46])=[O:44]>C1COCC1.CCOCC.[Cu]Br>[Cl:18][C:14]1[CH:13]=[C:12]([C:10]2[CH:11]=[C:5]3[N:4]=[C:3]([CH3:19])[C:2]([C:42](=[O:47])[C:43]([O:45][CH3:46])=[O:44])=[C:7]([C:23]4[CH:24]=[CH:25][C:20]([CH3:28])=[CH:21][CH:22]=4)[N:6]3[N:9]=2)[CH:17]=[CH:16][CH:15]=1 |f:1.2,3.4.5|. Starting materials: CC1(CC(CC(C1)(C)CN)N)C (isophoronediamine), P(O)(O)(O)=O (phosphoric acid), NC(=O)OCC (urethane). Reaction conditions: time 3 hour. Yields the product COC(=O)NCC1(CC(CC(C1)(C)C)NC(=O)OC)C (3-methoxycarbonylaminomethyl-3,5,5-trimethyl-1-methoxycarbonylaminocyclohexane), C(N)(O)=O.C(N)(O)=O.O=C1C=C(CC(C)(C)C1)C (isophorone dicarbamate). RXN SMILES: P(=O)(O)(O)O.[NH2:6][C:7]([O:9][CH2:10][CH3:11])=[O:8].[CH3:12][C:13]1([CH3:23])[CH2:18][C:17]([CH2:20][NH2:21])([CH3:19])[CH2:16][CH:15](N)[CH2:14]1>>[CH3:10][O:9][C:7]([NH:21][CH2:20][C:17]1([CH3:19])[CH2:18][C:13]([CH3:23])([CH3:12])[CH2:14][CH:15]([NH:6][C:7]([O:9][CH3:10])=[O:8])[CH2:16]1)=[O:8].[C:7](=[O:8])([OH:9])[NH2:6].[C:7](=[O:8])([OH:9])[NH2:6].[O:9]=[C:10]1[CH2:11][C:17]([CH3:19])([CH3:16])[CH2:18][C:13]([CH3:14])=[CH:12]1 |f:4.5.6|. Reported procedure: After the completion of the feeding, the reaction mixture was aged at that temperature for 3 hours, neutralized with phosphoric acid and analyzed by gas chromatography. It was ascertained that a urethane compound corresponding to isophoronediamine, i.e., 3-methoxycarbonylaminomethyl-3,5,5-trimethyl-1-methoxycarbonylaminocyclohexane (abbreviated to "isophorone dicarbamate" or "IPDC") was obtained in a yield of 99% based on the isophorondiamine and in a yield of 99% based on the consumed dimethyl ... Reactants: O.NN (hydrazine hydrate), FC1=CC=C(C(=O)C2CCN(CC2)CCN(S(=O)(=O)C2=CC=C(C=C2)CN2C(C=3C(C2=O)=CC=CC3)=O)C3=C(C=CC=C3)OC)C=C1 (N-{2-[4-(4-Fluorobenzoyl)piperidino]ethyl}-N-(2-methoxyphenyl)-4-phthalimidomethylbenzenesulfonamide), C([O-])(O)=O.[Na+] (sodium bicarbonate). Solvent: CO.C1CCOC1 (methanol THF), solution, C(C)(=O)OCC (ethyl acetate). Conditions: time 15 minute. Yields the product NCC1=CC=C(C=C1)S(=O)(=O)N(C1=C(C=CC=C1)OC)CCN1CCC(CC1)C(C1=CC=C(C=C1)F)=O (4-Aminomethyl-N-{2-[4-(4-fluorobenzoyl)piperidino]ethyl}-N-(2-methoxyphenyl)benzenesulfonamide). The yield is 76.4%. RXN SMILES: [F:1][C:2]1[CH:47]=[CH:46][C:5]([C:6]([CH:8]2[CH2:13][CH2:12][N:11]([CH2:14][CH2:15][N:16]([C:38]3[CH:43]=[CH:42][CH:41]=[CH:40][C:39]=3[O:44][CH3:45])[S:17]([C:20]3[CH:25]=[CH:24][C:23]([CH2:26][N:27]4C(=O)C5=CC=CC=C5C4=O)=[CH:22][CH:21]=3)(=[O:19])=[O:18])[CH2:10][CH2:9]2)=[O:7])=[CH:4][CH:3]=1.O.NN.C(=O)(O)[O-].[Na+]>CO.C1COCC1.C(OCC)(=O)C>[NH2:27][CH2:26][C:23]1[CH:22]=[CH:21][C:20]([S:17]([N:16]([CH2:15][CH2:14][N:11]2[CH2:12][CH2:13][CH:8]([C:6](=[O:7])[C:5]3[CH:4]=[CH:3][C:2]([F:1])=[CH:47][CH:46]=3)[CH2:9][CH2:10]2)[C:38]2[CH:43]=[CH:42][CH:41]=[CH:40][C:39]=2[O:44][CH3:45])(=[O:19])=[O:18])=[CH:25][CH:24]=1 |f:1.2,3.4,5.6|. Procedure details: N-{2-[4-(4-Fluorobenzoyl)piperidino]ethyl}-N-(2-methoxyphenyl)-4-phthalimidomethylbenzenesulfonamide (77 mg, 0.117 mmol) was dissolved in a methanol-THF (3:2) mixture solution (2.5 ml) to which was subsequently added hydrazine hydrate (1 ml) while cooling in an ice bath. After 15 minutes of stirring at the same temperature, the organic solvent was removed by evaporation, and the resulting residue was extracted with methylene chloride. The resulting organic layer was washed with saturated sodium ... The reactants are C1(=CC=CC=C1)N1C(CSSCC(N1C1=CC=CC=C1)=O)=O (Hexahydro N,N'-diphenyl-4,7-dioxo-1,2-dithia-5,6-diazocine), C(CCC)N(N(C(CS)=O)CC)C(CS)=O (N-Butyl,N'-ethyl-N,N'-bis(mercaptoacetyl) hydrazine), C1(=CC=CC=C1)N(N(C(CS)=O)C1=CC=CC=C1)C(CS)=O (N,N'-diphenyl-N,N'-bis(mercaptoacetyl) hydrazine). The product is C(CCC)N1C(CSSCC(N1CC)=O)=O (Hexahydro N-butyl,N'-ethyl-4,7-dioxo-1,2-dithia-5,6-diazocine). As a reaction SMILES: [C:1]1([N:7]2[N:14]([C:15]3C=C[CH:18]=[CH:17][CH:16]=3)[C:13](=[O:21])[CH2:12][S:11][S:10][CH2:9][C:8]2=[O:22])C=CC=C[CH:2]=1.C(N(C(=O)CS)N(CC)C(=O)CS)CCC.C1(N(C(=O)CS)N(C2C=CC=CC=2)C(=O)CS)C=CC=CC=1>>[CH2:15]([N:14]1[N:7]([CH2:1][CH3:2])[C:8](=[O:22])[CH2:9][S:10][S:11][CH2:12][C:13]1=[O:21])[CH2:16][CH2:17][CH3:18]. Procedure: Following the procedure for the preparation of Compound 4, the title compound is prepared by substituting N-butyl,N'-ethyl-N,N'-bis(mercaptoacetyl) hydrazine (Intermediate 3) for N,N'-diphenyl-N,N'-bis(mercaptoacetyl) hydrazine. Starting materials: C1OC=2C=C(C=CC(=O)O)C=CC2O1 (3,4-METHYLENEDIOXYCINNAMIC ACID), S(=O)(Cl)Cl (THIONYL CHLORIDE), C(C)N(CC(CO)(C)C)CC (3-diethylamino-2,2-dimethylpropanol), S(=O)(Cl)Cl (thionyl chloride). The solvent is C1=CC=CC=C1 (benzene), C1=CC=CC=C1 (benzene), petroleum ether. Run at time 8 hour. Product: Cl.C1OC=2C=C(C=CC(=O)OCC(CN(CC)CC)(C)C)C=CC2O1 (3-Diethylamino-2,2-dimethylpropyl 3,4-methylenedioxycinnamate hydrochloride). As a reaction SMILES: [CH2:1]1[O:14][C:13]2[CH:12]=[CH:11][C:5]([CH:6]=[CH:7][C:8]([OH:10])=[O:9])=[CH:4][C:3]=2[O:2]1.S(Cl)([Cl:17])=O.[CH2:19]([N:21]([CH2:28][CH3:29])[CH2:22][C:23]([CH3:27])([CH3:26])[CH2:24]O)[CH3:20]>C1C=CC=CC=1>[ClH:17].[CH2:1]1[O:14][C:13]2[CH:12]=[CH:11][C:5]([CH:6]=[CH:7][C:8]([O:10][CH2:24][C:23]([CH3:27])([CH3:26])[CH2:22][N:21]([CH2:28][CH3:29])[CH2:19][CH3:20])=[O:9])=[CH:4][C:3]=2[O:2]1 |f:4.5|. Reported procedure: 3,4-METHYLENEDIOXYCINNAMIC ACID (15 G, 0.08 MOLE) WAS ADDED TO THIONYL CHLORIDE (30 ML) WITH RAPID STIRRING AND THEN REFLUXED FOR 3 HOURS. The mixture was stripped of excess thionyl chloride, benzene (100 ml) was added, and the mixture was again stripped of solvent. The residue was treated with a solution of 3-diethylamino-2,2-dimethylpropanol (12.8 g, 0.08 mole) in benzene (400 ml), refluxed for 3 hours, cooled, diluted with petroleum ether (500 ml) and stored overnight at room temperature. The...